This data is from the Open Reaction Database (ORD), a public repository of structured organic reaction records. The task is: describe an organic reaction: reactants, conditions, products, and yield The reactants are N1(CCCCC1)CC=1C=C(OCCCCNC2=NC(=NN2)C(=O)OCC)C=CC1 (ethyl 5-[4-[3-(1-piperidinylmethyl)phenoxy]butyl]amino-1H-1,2,4-triazole-3-carboxylate), N (ammonia). Conditions: time 18 hour. The product is N1(CCCCC1)CC=1C=C(OCCCCNC2=NC(=NN2)C(=O)N)C=CC1 (5-[4-[3-(1-Piperidinylmethyl)phenoxy]butyl]amino-1H-1,2,4-triazole-3-carboxamide). RXN SMILES: [N:1]1([CH2:7][C:8]2[CH:9]=[C:10]([CH:27]=[CH:28][CH:29]=2)[O:11][CH2:12][CH2:13][CH2:14][CH2:15][NH:16][C:17]2[NH:21][N:20]=[C:19]([C:22](OCC)=[O:23])[N:18]=2)[CH2:6][CH2:5][CH2:4][CH2:3][CH2:2]1.[NH3:30]>>[N:1]1([CH2:7][C:8]2[CH:9]=[C:10]([CH:27]=[CH:28][CH:29]=2)[O:11][CH2:12][CH2:13][CH2:14][CH2:15][NH:16][C:17]2[NH:21][N:20]=[C:19]([C:22]([NH2:30])=[O:23])[N:18]=2)[CH2:6][CH2:5][CH2:4][CH2:3][CH2:2]1. Procedure details: A suspension of ethyl 5-[4-[3-(1-piperidinylmethyl)phenoxy]butyl]amino-1H-1,2,4-triazole-3-carboxylate (867 mg) in 0.88 ammonia (25 ml) was stirred at room temperature for 18 h. The mixture was evaporated and the residual solid was washed with boiling methanol to leave the title compound as a white solid (255 mg) m.p. 212°-4° dec. The reactants are Boc, C1(CCCCC1)C[C@@H](C(C[N+](=O)[O-])O)NC([C@H](CC=1N(C=NC1)C(=O)OC(C)(C)C)NC([C@H](CC1=CC=CC=C1)CC(C(C)(C)C)=O)=O)=O ((S)-N-[(1S, 2RS)-1-(cyclohexylmethyl)-2-hydroxy-3-nitropropyl]-α-[(R)-α-(3,3-dimethyl-2-oxobutyl)hydrocinnamamido]-3-t-butoxycarbonylimidazole-4-propionamide), C([O-])([O-])=O.[K+].[K+] (potassium carbonate). The solvent is CO (methanol). Product: CC(C(C[C@H](C(=O)NC(C(=O)N)CC=1N=CNC1)CC1=CC=CC=C1)=O)(C)C (α-[(R)-α-(3.3-dimethyl-2-oxobutyl)hydrocinnamamido]imidazole-4-propionamide). As a reaction SMILES: C1(C[C@H]([NH:15][C:16](=[O:49])[C@@H:17]([NH:31][C:32](=[O:48])[C@@H:33]([CH2:41][C:42](=[O:47])[C:43]([CH3:46])([CH3:45])[CH3:44])[CH2:34][C:35]2[CH:40]=[CH:39][CH:38]=[CH:37][CH:36]=2)[CH2:18][C:19]2[N:20](C(OC(C)(C)C)=O)[CH:21]=[N:22][CH:23]=2)C(O)C[N+]([O-])=O)CCCCC1.C(=O)([O-])[O-].[K+].[K+]>CO>[CH3:44][C:43]([CH3:46])([CH3:45])[C:42](=[O:47])[CH2:41][C@@H:33]([CH2:34][C:35]1[CH:36]=[CH:37][CH:38]=[CH:39][CH:40]=1)[C:32]([NH:31][CH:17]([CH2:18][C:19]1[N:20]=[CH:21][NH:22][CH:23]=1)[C:16]([NH2:15])=[O:49])=[O:48] |f:1.2.3|. Reported procedure: In an analogous manner to that described in Example 4 by cleaving off the Boc protecting group from (S)-N-[(1S, 2RS)-1-(cyclohexylmethyl)-2-hydroxy-3-nitropropyl]-α-[(R)-α-(3,3-dimethyl-2-oxobutyl)hydrocinnamamido]-3-t-butoxycarbonylimidazole-4-propionamide with potassium carbonate in methanol and subsequently purifying by chromatography on 50 g of silica gel using a 200:10:1 mixture of methylene chloride, methanol and ammonia as the eluting agent there were obtained the two epimeric compounds (... Reactants: C1(CC1)NC1=CN=CC(=N1)C1=CN(C2=CC=C(C=C12)C1=NN=C(S1)NCC1=CC=C(C=C1)OC)S(=O)(=O)C1=CC=C(C)C=C1 (5-(3-(6-(cyclopropylamino)pyrazin-2-yl)-1-tosyl-1H-indol-5-yl)-N-(4-methoxybenzyl)-1,3,4-thiadiazol-2-amine). The solvent is C(=O)(C(F)(F)F)O (TFA). Conditions: temperature 120 celsius. Product: C1(CC1)NC1=CN=CC(=N1)C1=CN(C2=CC=C(C=C12)C1=NN=C(S1)N)S(=O)(=O)C1=CC=C(C)C=C1 (5-(3-(6-(cyclopropylamino)pyrazin-2-yl)-1-tosyl-1H-indol-5-yl)-1,3,4-thiadiazol-2-amine). As a reaction SMILES: [CH:1]1([NH:4][C:5]2[N:10]=[C:9]([C:11]3[C:19]4[C:14](=[CH:15][CH:16]=[C:17]([C:20]5[S:24][C:23]([NH:25]CC6C=CC(OC)=CC=6)=[N:22][N:21]=5)[CH:18]=4)[N:13]([S:35]([C:38]4[CH:44]=[CH:43][C:41]([CH3:42])=[CH:40][CH:39]=4)(=[O:37])=[O:36])[CH:12]=3)[CH:8]=[N:7][CH:6]=2)[CH2:3][CH2:2]1>C(O)(C(F)(F)F)=O>[CH:1]1([NH:4][C:5]2[N:10]=[C:9]([C:11]3[C:19]4[C:14](=[CH:15][CH:16]=[C:17]([C:20]5[S:24][C:23]([NH2:25])=[N:22][N:21]=5)[CH:18]=4)[N:13]([S:35]([C:38]4[CH:39]=[CH:40][C:41]([CH3:42])=[CH:43][CH:44]=4)(=[O:37])=[O:36])[CH:12]=3)[CH:8]=[N:7][CH:6]=2)[CH2:3][CH2:2]1. Procedure details: A glass microwave reaction vessel was charged with 5-(3-(6-(cyclopropylamino)pyrazin-2-yl)-1-tosyl-1H-indol-5-yl)-N-(4-methoxybenzyl)-1,3,4-thiadiazol-2-amine (120 mg, 0.192 mmol) in TFA (1.5 mL). The reaction was stirred and heated in a Initiator microwave reactor (Personal Chemistry, Biotage AB, Inc., Uppsala, Sweden) at 120° C. for 15 min. Then the solvent was removed. The residue was diluted with DCM and washed with sat. NaHCO3, dried, filtered and concentrated to give the crude material, wh... Starting materials: [Br-], c1ccc(CN2CC3CC2CN3)cc1, O=C(Cl)Oc1ccc(Oc2ccc(C(F)(F)F)cn2)cc1, [K+]. Product: O=C(Oc1ccc(Oc2ccc(C(F)(F)F)cn2)cc1)N1CC2CC1CN2Cc1ccccc1, Cl. As a reaction SMILES: [Br-:36].[CH2:22]([c:23]1[cH:24][cH:25][cH:26][cH:27][cH:28]1)[N:29]1[CH:30]2[CH2:31][NH:32][CH:33]([CH2:34]1)[CH2:35]2.[Cl:1][C:2](=[O:3])[O:4][c:5]1[cH:6][cH:7][c:8]([O:11][c:12]2[n:13][cH:14][c:15]([C:18]([F:19])([F:20])[F:21])[cH:16][cH:17]2)[cH:9][cH:10]1.[K+:37]>>[C:2](=[O:3])([O:4][c:5]1[cH:6][cH:7][c:8]([O:11][c:12]2[n:13][cH:14][c:15]([C:18]([F:19])([F:20])[F:21])[cH:16][cH:17]2)[cH:9][cH:10]1)[N:32]1[CH2:31][CH:30]2[N:29]([CH2:22][c:23]3[cH:24][cH:25][cH:26][cH:27][cH:28]3)[CH2:34][CH:33]1[CH2:35]2.[ClH:1]. Procedure: Following the procedure as described in Example 2, making variation as required to use N-benzyl-4-methyl-2-(2-oxopiperidin-1-yl)thiazole-5-carboxamide in place of N-(4-fluorobenzyl)-4-methyl-2-(2-oxopyrrolidin-1-yl)thiazole-5-carboxamide to react with 1-(bromomethyl)-4-methoxybenzene in place of 1-(bromomethyl)-4-(trifluoromethyl)benzene, the title compound was obtained as a white solid in 28% yield: mp 116-118° C. (hexanes/ethyl acetate); 1H NMR (300 MHz, CDCl3) δ 7.39-7.23 (m, 5H), 7.08 (d, J=... Product: C(C1=CC=CC=C1)NC(=O)C1=C(N=C(S1)N1C(C(CCC1)CC1=CC=C(C=C1)OC)=O)C (N-benzyl-2-(3-(4-methoxybenzyl)-2-oxopiperidin-1-yl)-4-methylthiazole-5-carboxamide). Yield: 28.0%. The reactants are C(C1=CC=CC=C1)NC(=O)C1=C(N=C(S1)N1C(CCCC1)=O)C (N-benzyl-4-methyl-2-(2-oxopiperidin-1-yl)thiazole-5-carboxamide), BrCC1=CC=C(C=C1)OC (1-(bromomethyl)-4-methoxybenzene). RXN SMILES: [CH2:1]([NH:8][C:9]([C:11]1[S:15][C:14]([N:16]2[CH2:21][CH2:20][CH2:19][CH2:18][C:17]2=[O:22])=[N:13][C:12]=1[CH3:23])=[O:10])[C:2]1[CH:7]=[CH:6][CH:5]=[CH:4][CH:3]=1.Br[CH2:25][C:26]1[CH:31]=[CH:30][C:29]([O:32][CH3:33])=[CH:28][CH:27]=1>>[CH2:1]([NH:8][C:9]([C:11]1[S:15][C:14]([N:16]2[CH2:21][CH2:20][CH2:19][CH:18]([CH2:25][C:26]3[CH:31]=[CH:30][C:29]([O:32][CH3:33])=[CH:28][CH:27]=3)[C:17]2=[O:22])=[N:13][C:12]=1[CH3:23])=[O:10])[C:2]1[CH:7]=[CH:6][CH:5]=[CH:4][CH:3]=1.